Dataset: the Open Reaction Database (ORD), a public repository of structured organic reaction records. Task: describe an organic reaction: reactants, conditions, products, and yield Reactants: C(#C)C1(OC2=C(CC1)C(=C(C(=C2C)C)O)C)C (rac-3,4-dihydro-2-ethynyl-2,5,7,8-tetramethyl-2H-1-benzopyran-6-ol), COC(C1=C(C=CC(=C1)I)O)=O (2-hydroxy-5-iodobenzoic acid methyl ester). Solvent: C(Cl)Cl (methylene chloride). RXN SMILES: [C:1]([C:3]1([CH3:17])[CH2:8][CH2:7][C:6]2[C:9]([CH3:16])=[C:10]([OH:15])[C:11]([CH3:14])=[C:12]([CH3:13])[C:5]=2[O:4]1)#[CH:2].[CH3:18][O:19][C:20](=[O:29])[C:21]1[CH:26]=[C:25](I)[CH:24]=[CH:23][C:22]=1[OH:28]>C(Cl)Cl>[CH3:18][O:19][C:20](=[O:29])[C:21]1[CH:26]=[C:25]([C:2]#[C:1][C:3]2([CH3:17])[CH2:8][CH2:7][C:6]3[C:9]([CH3:16])=[C:10]([OH:15])[C:11]([CH3:14])=[C:12]([CH3:13])[C:5]=3[O:4]2)[CH:24]=[CH:23][C:22]=1[OH:28]. Product: COC(C1=C(C=CC(=C1)C#CC1(OC2=C(CC1)C(=C(C(=C2C)C)O)C)C)O)=O (rac-5-[(3,4-dihydro-6-hydroxy-2,5,7,8-tetramethyl-2H-1-benzopyran-2-yl)ethynyl]-2-hydroxybenzoic acid methyl ester). Procedure details: rac-5-[(3,4-dihydro-6-hydroxy-2,5,7,8-tetramethyl-2H-1-benzopyran-2-yl)ethynyl]-2-hydroxybenzoic acid methyl ester was prepared by reacting rac-3,4-dihydro-2-ethynyl-2,5,7,8-tetramethyl-2H-1-benzopyran-6-ol with 2-hydroxy-5-iodobenzoic acid methyl ester [M. Covello, Chim. Ther. 2, 73 (1967)] as described in Example 4. The compound was isolated by chromatography over silica gel using methylene chloride and was crystallized from ethyl acetate/hexane to yield colorless crystals with m.p. 151°-153° ... Reactants: C(C)(C)(C)OC(=O)N1CCC(CC1)C(O)C1=CC=C(C=C1)Cl (4-[(4-chloro-phenyl)-hydroxy-methyl]-piperidine-1-carboxylic acid tert-butyl ester), SiO2, C=1C=C[NH+]=CC1.[O-][Cr](=O)(=O)Cl (PCC). The solvent is C(Cl)Cl (CH2Cl2). Run at time 1 hour. Product: C(C)(C)(C)OC(=O)N1CCC(CC1)C(C1=CC=C(C=C1)Cl)=O (4-(4-chloro-benzoyl)-piperidine-1-carboxylic acid tert-butyl ester). Isolated yield 98.5%. Reaction SMILES: [C:1]([O:5][C:6]([N:8]1[CH2:13][CH2:12][CH:11]([CH:14]([C:16]2[CH:21]=[CH:20][C:19]([Cl:22])=[CH:18][CH:17]=2)[OH:15])[CH2:10][CH2:9]1)=[O:7])([CH3:4])([CH3:3])[CH3:2].C1C=C[NH+]=CC=1.[O-][Cr](Cl)(=O)=O>C(Cl)Cl>[C:1]([O:5][C:6]([N:8]1[CH2:13][CH2:12][CH:11]([C:14](=[O:15])[C:16]2[CH:17]=[CH:18][C:19]([Cl:22])=[CH:20][CH:21]=2)[CH2:10][CH2:9]1)=[O:7])([CH3:4])([CH3:2])[CH3:3] |f:1.2|. Procedure: A mixture of the above alcohol (450 mg, 1.38 mmol), SiO2 (1.50 g) and PCC (895 mg, 4.15 mmol) in CH2Cl2 (25 mL) was stirred at room temperature for 1 hour to afford 4-(4-chloro-benzoyl)-piperidine-1-carboxylic acid tert-butyl ester as a yellow solid (440 mg, 99%) after purification.